Dataset: the Open Reaction Database (ORD), a public repository of structured organic reaction records. Task: describe an organic reaction: reactants, conditions, products, and yield Product: CCOC(=O)C(N)Cc1ccc(Nc2nccc3ccncc23)cc1. RXN SMILES: [CH2:38]([O:39][CH:40]([OH:41])[CH3:42])[CH3:43].[CH2:6]([CH3:7])[O:8][C:9]([CH:10]([CH2:11][c:12]1[cH:13][cH:14][c:15]([NH:18][c:19]2[n:20][cH:21][cH:22][c:23]3[cH:24][cH:25][n:26][cH:27][c:28]23)[cH:16][cH:17]1)[NH:29][C:30]([O:31][C:32]([CH3:33])([CH3:34])[CH3:35])=[O:36])=[O:37].[CH3:1][OH:2].[Cl:3][CH2:4][Cl:5]>>[CH2:6]([CH3:7])[O:8][C:9]([CH:10]([CH2:11][c:12]1[cH:13][cH:14][c:15]([NH:18][c:19]2[n:20][cH:21][cH:22][c:23]3[cH:24][cH:25][n:26][cH:27][c:28]23)[cH:16][cH:17]1)[NH2:29])=[O:37]. Reactants: CCOC(C)O, CCOC(=O)C(Cc1ccc(Nc2nccc3ccncc23)cc1)NC(=O)OC(C)(C)C, CO, ClCCl. The reactants are C(N)(=N)SC (methyl carbamimidothioate), TEA, C(C1=CC=CC=C1)(=O)Cl (benzoyl chloride). Run in C1CCOC1 (THF), O (water). The product is C(C1=CC=CC=C1)(=O)N/C(=N/C(C1=CC=CC=C1)=O)/SC ((Z)-methyl N,N′-dibenzoylcarbamimidothioate). Reaction SMILES: [C:1]([S:4][CH3:5])(=[NH:3])[NH2:2].[C:6](Cl)(=[O:13])[C:7]1[CH:12]=[CH:11][CH:10]=[CH:9][CH:8]=1>C1COCC1.O>[C:6]([NH:3]/[C:1](/[S:4][CH3:5])=[N:2]/[C:6](=[O:13])[C:7]1[CH:12]=[CH:11][CH:10]=[CH:9][CH:8]=1)(=[O:13])[C:7]1[CH:12]=[CH:11][CH:10]=[CH:9][CH:8]=1. Procedure: To a stirred solution of methyl carbamimidothioate (0.901 g, 10 mmol) in 10 ml of THF were added TEA (6.97 ml, 50.0 mmol) and benzoyl chloride (3.48 ml, 30.0 mmol) at r.t. The reaction was stirred for over night. The reaction mixture was diluted with water (20 ml) and the resulting precipitates were collected by filtration. The filter cake was washed with water and heptane. It was dried by suction in air for 4 hours to yield (Z)-methyl N,N′-dibenzoylcarbamimidothioate. After the filtration, it w... Reactants: ClC1=NC=CC(=C1)OC=1C=C(C2=CC=CC=C2C1)C(=O)OC (3-[[2-chloro-4-pyridinyl]oxy]-1-naphthalenecarboxylic acid, methyl ester), C1(CC1)C(=O)N (cyclopropanecarboxamide), C(=O)([O-])[O-].[Cs+].[Cs+] (Cs2CO3), 1,1-diphenylphosphine, [NH4+].[Cl-] (NH4Cl). Reagents/catalysts: C=1C=CC(=CC1)/C=C/C(=O)/C=C/C2=CC=CC=C2.C=1C=CC(=CC1)/C=C/C(=O)/C=C/C2=CC=CC=C2.C=1C=CC(=CC1)/C=C/C(=O)/C=C/C2=CC=CC=C2.[Pd].[Pd] (Pd2(dba)3). Run in O1CCOCC1 (dioxane). Conditions: temperature 90 celsius, time 16 hour. Yields the product C1(CC1)C(=O)NC1=NC=CC(=C1)OC=1C=C(C2=CC=CC=C2C1)C(=O)OC (3-[[2-[(Cyclopropylcarbonyl)amino]-4-pyridinyl]oxy]-1-naphthalenecarboxylic acid, methyl ester). RXN SMILES: Cl[C:2]1[CH:7]=[C:6]([O:8][C:9]2[CH:10]=[C:11]([C:19]([O:21][CH3:22])=[O:20])[C:12]3[C:17]([CH:18]=2)=[CH:16][CH:15]=[CH:14][CH:13]=3)[CH:5]=[CH:4][N:3]=1.[CH:23]1([C:26]([NH2:28])=[O:27])[CH2:25][CH2:24]1.C([O-])([O-])=O.[Cs+].[Cs+].[NH4+].[Cl-]>O1CCOCC1.C1C=CC(/C=C/C(/C=C/C2C=CC=CC=2)=O)=CC=1.C1C=CC(/C=C/C(/C=C/C2C=CC=CC=2)=O)=CC=1.C1C=CC(/C=C/C(/C=C/C2C=CC=CC=2)=O)=CC=1.[Pd].[Pd]>[CH:23]1([C:26]([NH:28][C:2]2[CH:7]=[C:6]([O:8][C:9]3[CH:10]=[C:11]([C:19]([O:21][CH3:22])=[O:20])[C:12]4[C:17]([CH:18]=3)=[CH:16][CH:15]=[CH:14][CH:13]=4)[CH:5]=[CH:4][N:3]=2)=[O:27])[CH2:25][CH2:24]1 |f:2.3.4,5.6,8.9.10.11.12|. Reported procedure: A mixture of 3-[[2-chloro-4-pyridinyl]oxy]-1-naphthalenecarboxylic acid, methyl ester (0.188 g, 0.60 mmol), cyclopropanecarboxamide (0.077 g, 0.90 mmol), Cs2CO3 (0.274 g, 0.84 mmol), 1,1′-(9,9-dimethyl-9H-xanthene-4,5-diyl)bis[1,1-diphenylphosphine (0.035 g, 0.06 mmol; xantphos; Aldrich) and Pd2(dba)3 (0.018 g, 0.020 mmol) in dioxane (6 mL) is stirred at 90° C. for 16 h under an argon atmosphere. The cooled mixture is treated with saturated aqueous NH4Cl (50 mL) and extracted with ethyl acetate.... Reaction SMILES: [CH3:2][O:3][C:4]([CH:5]([CH2:6][CH2:7][O:8][c:9]1[cH:10][cH:11][c:12]([CH2:15][CH2:16][CH2:17][CH2:18][NH:19][C:20](=[O:21])[O:22][CH2:23][c:24]2[cH:25][cH:26][cH:27][cH:28][cH:29]2)[cH:13][cH:14]1)[NH:30][C:31](=[O:32])[O:33][C:34]([CH3:35])([CH3:36])[CH3:37])=[O:38].[CH3:39][OH:40].[NH3:1]>>[NH2:1][C:4]([CH:5]([CH2:6][CH2:7][O:8][c:9]1[cH:10][cH:11][c:12]([CH2:15][CH2:16][CH2:17][CH2:18][NH:19][C:20](=[O:21])[O:22][CH2:23][c:24]2[cH:25][cH:26][cH:27][cH:28][cH:29]2)[cH:13][cH:14]1)[NH:30][C:31](=[O:32])[O:33][C:34]([CH3:35])([CH3:36])[CH3:37])=[O:38]. Starting materials: COC(=O)C(CCOc1ccc(CCCCNC(=O)OCc2ccccc2)cc1)NC(=O)OC(C)(C)C, CO, N. Yields the product CC(C)(C)OC(=O)NC(CCOc1ccc(CCCCNC(=O)OCc2ccccc2)cc1)C(N)=O. Reactants: C(C)(C)(C)OC(CCCN1C(=NN(C1=O)CC(=O)OC)C1=CC=C(C=C1)Cl)=O (Methyl {4-[4-(tert.-butoxy)-4-oxo-n-butyl]-3-(4-chlorophenyl)-5-oxo-4,5-dihydro-1H-1,2,4-triazol-1-yl}-acetate), [OH-].[Li+] (lithium hydroxide), O (water). The solvent is CO (methanol). Run at time 1 hour. Yields the product C(C)(C)(C)OC(CCCN1C(=NN(C1=O)CC(=O)O)C1=CC=C(C=C1)Cl)=O ({4-[4-(tert.-butoxy)-4-oxo-n-butyl]-3-(4-chlorophenyl)-5-oxo-4,5-dihydro-1H-1,2,4-triazol-1-yl}-acetic acid). RXN SMILES: [C:1]([O:5][C:6](=[O:28])[CH2:7][CH2:8][CH2:9][N:10]1[C:14](=[O:15])[N:13]([CH2:16][C:17]([O:19]C)=[O:18])[N:12]=[C:11]1[C:21]1[CH:26]=[CH:25][C:24]([Cl:27])=[CH:23][CH:22]=1)([CH3:4])([CH3:3])[CH3:2].[OH-].[Li+].O>CO>[C:1]([O:5][C:6](=[O:28])[CH2:7][CH2:8][CH2:9][N:10]1[C:14](=[O:15])[N:13]([CH2:16][C:17]([OH:19])=[O:18])[N:12]=[C:11]1[C:21]1[CH:22]=[CH:23][C:24]([Cl:27])=[CH:25][CH:26]=1)([CH3:4])([CH3:2])[CH3:3] |f:1.2|. Procedure: A solution of 48 mg (117 μmol) of the compound from Example 223A in 2 ml methanol is treated with a 1 N lithium hydroxide solution in water (470 μl, 470 μmol). After 1 hr at RT, the methanol is removed on the rotary evaporator. The residue is dissolved in DMSO and purified by preparative HPLC. 41 mg (88% of theory) of the title compound are obtained. Starting materials: CC(C)(C)[O-], CS(C)=O, CC(C)(C#N)CCl, O=C1Nc2ccc(Cl)cc2C12OCCCO2, [K+], O. The product is CC(C)(C#N)CN1C(=O)C2(OCCCO2)c2cc(Cl)ccc21. As a reaction SMILES: [CH3:1][C:2]([CH3:3])([O-:4])[CH3:5].[CH3:31][S:32]([CH3:33])=[O:34].[Cl:23][CH2:24][C:25]([C:26]#[N:27])([CH3:28])[CH3:29].[Cl:7][c:8]1[cH:9][c:10]2[c:11]([cH:12][cH:13]1)[NH:14][C:15](=[O:22])[C:16]21[O:17][CH2:18][CH2:19][CH2:20][O:21]1.[K+:6].[OH2:30]>>[Cl:7][c:8]1[cH:9][c:10]2[c:11]([cH:12][cH:13]1)[N:14]([CH2:24][C:25]([C:26]#[N:27])([CH3:28])[CH3:29])[C:15](=[O:22])[C:16]21[O:17][CH2:18][CH2:19][CH2:20][O:21]1. Starting materials: CC(C)([O-])C.[Na+] (Sodium tert-butoxide), C(C)(=O)N1[C@H](C[C@H](C2=CC(=CC=C12)C1=CC=C(C(=O)OCC)C=C1)N)C (ethyl 4-((2S,4R)-1-acetyl-4-amino-2-methyl-1,2,3,4-tetrahydroquinolin-6-yl)benzoate), C1(CCCCC1)P(C1=C(C=CC=C1)C=1C(=CC=CC1)N(C)C)C1CCCCC1 (2′-(dicyclohexylphosphino)-N,N-dimethyl-[1,1′-biphenyl]-2-amine), BrC1=NC=C(C=C1)C (2-bromo-5-methylpyridine), Intermediate 16, tris(dibenzyldieneacetone)dipalladium(0). The solvent is C1CCCCC1 (cyclohexane), C1(=CC=CC=C1)C (toluene), CCOC(=O)C (EtOAc), C1CCCCC1 (cyclohexane). As a reaction SMILES: CC(C)([O-])C.[Na+].[C:7]([N:10]1[C:19]2[C:14](=[CH:15][C:16]([C:20]3[CH:30]=[CH:29][C:23]([C:24]([O:26][CH2:27][CH3:28])=[O:25])=[CH:22][CH:21]=3)=[CH:17][CH:18]=2)[C@H:13]([NH2:31])[CH2:12][C@@H:11]1[CH3:32])(=[O:9])[CH3:8].Br[C:34]1[CH:39]=[CH:38][C:37]([CH3:40])=[CH:36][N:35]=1.C1(P(C2CCCCC2)C2C=CC=CC=2C2C(N(C)C)=CC=CC=2)CCCCC1>C1(C)C=CC=CC=1.CCOC(C)=O.C1CCCCC1>[C:7]([N:10]1[C:19]2[C:14](=[CH:15][C:16]([C:20]3[CH:30]=[CH:29][C:23]([C:24]([O:26][CH2:27][CH3:28])=[O:25])=[CH:22][CH:21]=3)=[CH:17][CH:18]=2)[C@H:13]([NH:31][C:34]2[CH:39]=[CH:38][C:37]([CH3:40])=[CH:36][N:35]=2)[CH2:12][C@@H:11]1[CH3:32])(=[O:9])[CH3:8] |f:0.1|. Procedure details: Sodium tert-butoxide (135 mg, 1.41 mmol)) was added to a suspension of ethyl 4-((2S,4R)-1-acetyl-4-amino-2-methyl-1,2,3,4-tetrahydroquinolin-6-yl)benzoate (for a preparation see Intermediate 16) (450 mg, 1.28 mmol), 2-bromo-5-methylpyridine (439 mg, 2.55 mmol), 2′-(dicyclohexylphosphino)-N,N-dimethyl-[1,1′-biphenyl]-2-amine (40 mg, 0.102 mmol) and tris(dibenzyldieneacetone)dipalladium(0) (47 mg, 0.051 mmol) in anhydrous toluene (4.5 mL). The mixture was heated under microwave irradiation to 120°... Conditions: temperature 120 celsius. The product is C(C)(=O)N1[C@H](C[C@H](C2=CC(=CC=C12)C1=CC=C(C(=O)OCC)C=C1)NC1=NC=C(C=C1)C)C (ethyl 4-((2S,4R)-1-acetyl-2-methyl-4-((5-methylpyridin-2-yl)amino)-1,2,3,4-tetrahydroquinolin-6-yl)benzoate). Reactants: COC(C(OP(=O)(O)C(C(C)C)NC(=O)OCC1=CC=CC=C1)C1=CC(=CC=C1)N(C(=NC(=O)OC(C)(C)C)N)C(=O)OC(C)(C)C)=O (2-(3-(N,N′-di(t-butoxycarbonyl)guanidino)phenyl)-2-((1-(benzyloxycarbonyl)amino-2-methylpropyl)(hydroxy)phosphinoyloxy)ethanoic acid methyl ester), [Li+].[OH-] (LiOH), OS(=O)(=O)[O-].[Na+] (NaHSO4). The solvent is CO (MeOH), O (H2O). Reaction conditions: time 2 hour. The product is C(C)(C)(C)OC(=O)N(C(=NC(=O)OC(C)(C)C)N)C=1C=C(C=CC1)C(C(=O)O)OP(=O)(O)C(C(C)C)NC(=O)OCC1=CC=CC=C1 (2-(3-(N,N′-di(t-butoxycarbonyl)guanidino)phenyl)-2-((1-(benzyloxycarbonyl)amino-2-methylpropyl)-(hydroxy)phosphinoyloxy)ethanoic acid). As a reaction SMILES: C[O:2][C:3](=[O:48])[CH:4]([C:24]1[CH:29]=[CH:28][CH:27]=[C:26]([N:30]([C:41]([O:43][C:44]([CH3:47])([CH3:46])[CH3:45])=[O:42])[C:31]([NH2:40])=[N:32][C:33]([O:35][C:36]([CH3:39])([CH3:38])[CH3:37])=[O:34])[CH:25]=1)[O:5][P:6]([CH:9]([NH:13][C:14]([O:16][CH2:17][C:18]1[CH:23]=[CH:22][CH:21]=[CH:20][CH:19]=1)=[O:15])[CH:10]([CH3:12])[CH3:11])([OH:8])=[O:7].[Li+].[OH-].OS([O-])(=O)=O.[Na+]>CO.O>[C:44]([O:43][C:41]([N:30]([C:26]1[CH:25]=[C:24]([CH:4]([O:5][P:6]([CH:9]([NH:13][C:14]([O:16][CH2:17][C:18]2[CH:19]=[CH:20][CH:21]=[CH:22][CH:23]=2)=[O:15])[CH:10]([CH3:12])[CH3:11])([OH:8])=[O:7])[C:3]([OH:48])=[O:2])[CH:29]=[CH:28][CH:27]=1)[C:31]([NH2:40])=[N:32][C:33]([O:35][C:36]([CH3:37])([CH3:38])[CH3:39])=[O:34])=[O:42])([CH3:46])([CH3:47])[CH3:45] |f:1.2,3.4|. Reported procedure: To a slurry of 2-(3-(N,N′-di(t-butoxycarbonyl)guanidino)phenyl)-2-((1-(benzyloxycarbonyl)amino-2-methylpropyl)(hydroxy)phosphinoyloxy)ethanoic acid methyl ester in 10 mL of MeOH and 5 mL of H2O was added LiOH (411.9 mg, 9.82 mmol). After stirring the cloudy yellow solution for 2 hours, the reaction was acidified to pH 2 with 1M NaHSO4 and extracted with CH2Cl2 (3×). The combined organic layers were dried over MgSO4, filtered, and concentrated in vacuo to give 2-(3-(N,N′-di(t-butoxycarbonyl)guani...